The task is: describe an organic reaction: reactants, conditions, products, and yield. This data is from the Open Reaction Database (ORD), a public repository of structured organic reaction records. Starting materials: ClC1=C(N)C=CC=C1 (o-Chloroaniline), BrC(C(=O)OCC)C(=O)OCC (diethyl bromomalonate). The solvent is C1(=CC=CC=C1)C (toluene). Run at time 10 hour. Product: ClC1=C(NC(C(=O)OCC)C(=O)OCC)C=CC=C1 (diethyl o-chloroanilinomalonate). The yield is 35.6%. As a reaction SMILES: [Cl:1][C:2]1[CH:8]=[CH:7][CH:6]=[CH:5][C:3]=1[NH2:4].Br[CH:10]([C:16]([O:18][CH2:19][CH3:20])=[O:17])[C:11]([O:13][CH2:14][CH3:15])=[O:12]>C1(C)C=CC=CC=1>[Cl:1][C:2]1[CH:8]=[CH:7][CH:6]=[CH:5][C:3]=1[NH:4][CH:10]([C:11]([O:13][CH2:14][CH3:15])=[O:12])[C:16]([O:18][CH2:19][CH3:20])=[O:17]. Procedure details: o-Chloroaniline (15.9 g) was dissolved in dry toluene (20 ml), and diethyl bromomalonate (12.0 g) was added. The mixture was heated under reflux with stirring for 10 hours. The reaction mixture was washed with dilute hydrochloric acid, then with water three times, and dried over anhydrous sodium sulfate. The solvent was distilled off under reduced pressure. The residue was purified by silica gel column chromatography using benzene as an eluent to give 5.1 g (yield 36%) of diethyl o-chloroanilino... The reactants are CC(=O)c1ccc(CN2CCN(C(=O)OC(C)(C)C)CC2)cc1, CCO, O=Cc1ccc(C=CC(=O)O)nc1, O=C(O)C(F)(F)F, [K+], [OH-]. Product: CC(C)(C)OC(=O)N1CCN(Cc2ccc(C(=O)C=Cc3ccc(C=CC(=O)O)nc3)cc2)CC1. Reaction SMILES: [C:21]([CH3:22])([CH3:23])([CH3:24])[O:25][C:26](=[O:27])[N:28]1[CH2:29][CH2:30][N:31]([CH2:34][c:35]2[cH:36][cH:37][c:38]([C:41]([CH3:42])=[O:43])[cH:39][cH:40]2)[CH2:32][CH2:33]1.[CH3:46][CH2:47][OH:48].[CH:8](=[O:9])[c:10]1[cH:11][cH:12][c:13]([CH:16]=[CH:17][C:18](=[O:19])[OH:20])[n:14][cH:15]1.[F:1][C:2]([F:3])([F:4])[C:5]([OH:6])=[O:7].[K+:45].[OH-:44]>>[CH:8]([c:10]1[cH:11][cH:12][c:13]([CH:16]=[CH:17][C:18](=[O:19])[OH:20])[n:14][cH:15]1)=[CH:42][C:41]([c:38]1[cH:37][cH:36][c:35]([CH2:34][N:31]2[CH2:30][CH2:29][N:28]([C:26]([O:25][C:21]([CH3:22])([CH3:23])[CH3:24])=[O:27])[CH2:33][CH2:32]2)[cH:40][cH:39]1)=[O:43].